From a dataset of the Open Reaction Database (ORD), a public repository of structured organic reaction records. describe an organic reaction: reactants, conditions, products, and yield Starting materials: 0038177-A, Cl (hydrochloric acid), C(C)(=O)N1CC2=CC(=CC=C2CC1)S(=O)(=O)Cl (2-Acetyl-7-chlorosulphonyl-1,2,3,4-tetrahydroisoquinoline), FC(C=1C=C(N)C=CC1)(F)F (3-trifluoromethylaniline). Solvent: C(CCC)O (butanol), ClCCl (dichloromethane). Yields the product FC(C=1C=C(C=CC1)NS(=O)(=O)C1=CC=C2CCNCC2=C1)(F)F (7-(3-trifluoromethylphenylsulphamoyl)-1,2,3,4-tetrahydroisoquinoline), hydrochloride salt. RXN SMILES: C([N:4]1[CH2:13][CH2:12][C:11]2[C:6](=[CH:7][C:8]([S:14](Cl)(=[O:16])=[O:15])=[CH:9][CH:10]=2)[CH2:5]1)(=O)C.[F:18][C:19]([F:28])([F:27])[C:20]1[CH:21]=[C:22]([CH:24]=[CH:25][CH:26]=1)[NH2:23].Cl>ClCCl.C(O)CCC>[F:18][C:19]([F:27])([F:28])[C:20]1[CH:21]=[C:22]([NH:23][S:14]([C:8]2[CH:7]=[C:6]3[C:11]([CH2:12][CH2:13][NH:4][CH2:5]3)=[CH:10][CH:9]=2)(=[O:15])=[O:16])[CH:24]=[CH:25][CH:26]=1. Reported procedure: 2-Acetyl-7-chlorosulphonyl-1,2,3,4-tetrahydroisoquinoline was reacted with 3-trifluoromethylaniline in dichloromethane according to the method generally described in EP No. 0038177-A. The resulting product was deacetylated by heating with aqueous hydrochloric acid in butanol to give 7-(3-trifluoromethylphenylsulphamoyl)-1,2,3,4-tetrahydroisoquinoline as the hydrochloride salt. Reactants: BrC1=CC=C(C(=O)Cl)C=C1 (4-bromobenzoyl chloride), O=C(CC(=O)OC)CC (methyl 3-oxovalerate), CC(C)([O-])C.[Na+] (sodium tert-butoxide). Yields the product COC(C(C(CC)=O)C(C1=CC=C(C=C1)Br)=O)=O (2-(4-Bromo-benzoyl)-3-oxo-pentanoic acid methyl ester). RXN SMILES: [Br:1][C:2]1[CH:10]=[CH:9][C:5]([C:6](Cl)=[O:7])=[CH:4][CH:3]=1.[O:11]=[C:12]([CH2:18][CH3:19])[CH2:13][C:14]([O:16][CH3:17])=[O:15].CC(C)([O-])C.[Na+]>>[CH3:17][O:16][C:14](=[O:15])[CH:13]([C:6](=[O:7])[C:5]1[CH:9]=[CH:10][C:2]([Br:1])=[CH:3][CH:4]=1)[C:12](=[O:11])[CH2:18][CH3:19] |f:2.3|. Procedure details: Prepared according to the procedure described in Example 1, Step 2 using 4-bromobenzoyl chloride and methyl 3-oxovalerate; sodium tert-butoxide was used in place of pyridine. Reactants: CNC(=O)C1=NC=CC(=C1)OC1=CC2=C(N=C(S2)N[C@@H]2CN(CCC2)C(=O)OC(C)(C)C)C=C1 ((S)-tert-butyl 3-(6-(2-(methylcarbamoyl)pyridin-4-yloxy)benzo[d]thiazol-2-ylamino)piperidine-1-carboxylate), O1CCOCC1 (dioxane). The solvent is Cl (HCl). Conditions: time 1 hour. Product: CNC(C1=NC=CC(=C1)OC1=CC2=C(N=C(S2)N[C@@H]2CNCCC2)C=C1)=O ((S)—N-methyl-4-(2-(piperidin-3-ylamino)benzo[d]thiazol-6-yloxy)picolinamide). Yield: 100.0%. Reaction SMILES: [CH3:1][NH:2][C:3]([C:5]1[CH:10]=[C:9]([O:11][C:12]2[CH:34]=[CH:33][C:15]3[N:16]=[C:17]([NH:19][C@H:20]4[CH2:25][CH2:24][CH2:23][N:22](C(OC(C)(C)C)=O)[CH2:21]4)[S:18][C:14]=3[CH:13]=2)[CH:8]=[CH:7][N:6]=1)=[O:4].O1CCOCC1>Cl>[CH3:1][NH:2][C:3](=[O:4])[C:5]1[CH:10]=[C:9]([O:11][C:12]2[CH:34]=[CH:33][C:15]3[N:16]=[C:17]([NH:19][C@H:20]4[CH2:25][CH2:24][CH2:23][NH:22][CH2:21]4)[S:18][C:14]=3[CH:13]=2)[CH:8]=[CH:7][N:6]=1. Procedure: (S)-tert-butyl 3-(6-(2-(methylcarbamoyl)pyridin-4-yloxy)benzo[d]thiazol-2-ylamino)piperidine-1-carboxylate (56 mg, 0.12 mmol) was dissolved in 4 ml of 4M HCl in dioxane (16 mmol). The reaction solution was stirred at room temperature for 1 hour. The crude reaction solution was evaporated in vacuo to give (S)—N-methyl-4-(2-(piperidin-3-ylamino)benzo[d]thiazol-6-yloxy)picolinamide (46 mg, 0.12 mmol) as white solid. ES/MS m/z 384.0 (MH+). Reactants: CC(C)(C)OC(=O)N1CCc2nc(C(C)(C)C)nc(-c3ccc(F)cc3)c2C1, [Fe+2], [K+], [K+], [K+], OB(O)c1ccc(F)cc1, O=P([O-])([O-])[O-], c1ccc(P(c2ccccc2)[c-]2cccc2)cc1, c1ccc(P(c2ccccc2)[c-]2cccc2)cc1. Product: CC(C)(C)c1nc2c(c(-c3ccc(F)cc3)n1)CNCC2. As a reaction SMILES: [C:1]([O:2][C:3](=[O:4])[N:8]1[CH2:9][c:10]2[c:11]([n:12][c:13]([C:23]([CH3:24])([CH3:25])[CH3:26])[n:14][c:15]2-[c:16]2[cH:17][cH:18][c:19]([F:22])[cH:20][cH:21]2)[CH2:27][CH2:28]1)([CH3:5])([CH3:6])[CH3:7].[Fe+2:83].[K+:44].[K+:45].[K+:46].[OH:29][B:30]([c:31]1[cH:32][cH:33][c:34]([F:35])[cH:36][cH:37]1)[OH:38].[P:39]([O-:40])([O-:41])([O-:42])=[O:43].[cH:47]1[cH:48][cH:49][c:50]([P:51]([c:52]2[cH:53][cH:54][cH:55][cH:56][cH:57]2)[c-:58]2[cH:59][cH:60][cH:61][cH:62]2)[cH:63][cH:64]1.[cH:65]1[cH:66][cH:67][c:68]([P:69]([c:70]2[cH:71][cH:72][cH:73][cH:74][cH:75]2)[c-:76]2[cH:77][cH:78][cH:79][cH:80]2)[cH:81][cH:82]1>>[NH:8]1[CH2:9][c:10]2[c:11]([n:12][c:13]([C:23]([CH3:24])([CH3:25])[CH3:26])[n:14][c:15]2-[c:16]2[cH:17][cH:18][c:19]([F:22])[cH:20][cH:21]2)[CH2:27][CH2:28]1. Starting materials: [OH-] (hydroxide), C(CC(O)(C(=O)O)CC(=O)O)(=O)O (citric acid), N1=CC(=CC=C1)C (3-Picoline), BrCC=C(C)C (1-bromo-3-methyl-2-butene), halide. Run in C(C)#N (acetonitrile). Yields the product C(CC(O)(C(=O)[O-])CC(=O)[O-])(=O)[O-].CC(=CC[N+]1=CC(=CC=C1)C)C.CC(=CC[N+]1=CC(=CC=C1)C)C.CC(=CC[N+]1=CC(=CC=C1)C)C (N-(3-Methyl-2-butenyl)-3-methylpyridinium citrate). As a reaction SMILES: [N:1]1[CH:6]=[CH:5][CH:4]=[C:3]([CH3:7])[CH:2]=1.Br[CH2:9][CH:10]=[C:11]([CH3:13])[CH3:12].[OH-].[C:15]([OH:27])(=[O:26])[CH2:16][C:17]([CH2:22][C:23]([OH:25])=[O:24])([C:19]([OH:21])=[O:20])[OH:18]>C(#N)C>[C:15]([O-:27])(=[O:26])[CH2:16][C:17]([CH2:22][C:23]([O-:25])=[O:24])([C:19]([O-:21])=[O:20])[OH:18].[CH3:12][C:11]([CH3:13])=[CH:10][CH2:9][N+:1]1[CH:6]=[CH:5][CH:4]=[C:3]([CH3:7])[CH:2]=1.[CH3:12][C:11]([CH3:13])=[CH:10][CH2:9][N+:1]1[CH:6]=[CH:5][CH:4]=[C:3]([CH3:7])[CH:2]=1.[CH3:12][C:11]([CH3:13])=[CH:10][CH2:9][N+:1]1[CH:6]=[CH:5][CH:4]=[C:3]([CH3:7])[CH:2]=1 |f:5.6.7.8|. Procedure: 3-Picoline is reacted with 1-bromo-3-methyl-2-butene in acetonitrile; and the halide intermediate is converted to the hydroxide with Rexyn 201 and then reacted with citric acid to form the citrate. The reactants are Cc1nnc2n1CC(c1ccc(N)cc1)CC2, [Cl-], O=NO. Product: Cc1nnc2n1CC(c1ccc(Cl)cc1)CC2. As a reaction SMILES: [CH3:1][c:2]1[n:3][n:4][c:5]2[n:6]1[CH2:7][CH:8]([c:11]1[cH:12][cH:13][c:14]([NH2:17])[cH:15][cH:16]1)[CH2:9][CH2:10]2.[Cl-:21].[N:18]([OH:19])=[O:20]>>[CH3:1][c:2]1[n:3][n:4][c:5]2[n:6]1[CH2:7][CH:8]([c:11]1[cH:12][cH:13][c:14]([Cl:21])[cH:15][cH:16]1)[CH2:9][CH2:10]2. Starting materials: ClC1=CC(=NC2=CC(=CC=C12)CN1N=NC(=C1)[C@](C(F)(F)F)(CC)O)C(=O)N (4-Chloro-7-((4-[(2S)-(1,1,1-trifluoro-2-hydroxybutan-2-yl)]-1H-1,2,3-triazol-1-yl)methyl)quinoline-2-carboxamide), CC1=C(C=CC=C1)B(O)O ((2-methylphenyl)boronic acid), C(=O)([O-])[O-].[Na+].[Na+] (Na2CO3). The reagents and catalysts are C=1C=CC(=CC1)[P](C=2C=CC=CC2)(C=3C=CC=CC3)[Pd]([P](C=4C=CC=CC4)(C=5C=CC=CC5)C=6C=CC=CC6)([P](C=7C=CC=CC7)(C=8C=CC=CC8)C=9C=CC=CC9)[P](C=1C=CC=CC1)(C=1C=CC=CC1)C=1C=CC=CC1 (Pd(PPh3)4). Solvent: O1CCOCC1 (Dioxane). Conditions: temperature 100 celsius. Yields the product O[C@](CC)(C(F)(F)F)C=1N=NN(C1)CC1=CC=C2C(=CC(=NC2=C1)C(=O)N)C1=C(C=CC=C1)C (7-({4-[(1S)-1-hydroxy-1-(trifluoromethyl)propyl]-1H-1,2,3-triazol-1-yl}methyl)-4-(2-methylphenyl)quinoline-2-carboxamide). RXN SMILES: Cl[C:2]1[C:11]2[C:6](=[CH:7][C:8]([CH2:12][N:13]3[CH:17]=[C:16]([C@@:18]([OH:25])([CH2:23][CH3:24])[C:19]([F:22])([F:21])[F:20])[N:15]=[N:14]3)=[CH:9][CH:10]=2)[N:5]=[C:4]([C:26]([NH2:28])=[O:27])[CH:3]=1.[CH3:29][C:30]1[CH:35]=[CH:34][CH:33]=[CH:32][C:31]=1B(O)O.C([O-])([O-])=O.[Na+].[Na+]>O1CCOCC1.C1C=CC([P]([Pd]([P](C2C=CC=CC=2)(C2C=CC=CC=2)C2C=CC=CC=2)([P](C2C=CC=CC=2)(C2C=CC=CC=2)C2C=CC=CC=2)[P](C2C=CC=CC=2)(C2C=CC=CC=2)C2C=CC=CC=2)(C2C=CC=CC=2)C2C=CC=CC=2)=CC=1>[OH:25][C@@:18]([C:16]1[N:15]=[N:14][N:13]([CH2:12][C:8]2[CH:7]=[C:6]3[C:11]([C:2]([C:31]4[CH:32]=[CH:33][CH:34]=[CH:35][C:30]=4[CH3:29])=[CH:3][C:4]([C:26]([NH2:28])=[O:27])=[N:5]3)=[CH:10][CH:9]=2)[CH:17]=1)([C:19]([F:22])([F:21])[F:20])[CH2:23][CH3:24] |f:2.3.4,^1:54,56,75,94|. Procedure details: 4-chloro-7-({4-[(2S)-1,1,1-trifluoro-2-hydroxybutan-2-yl]-1H-1,2,3-triazol-1-yl}methyl)quinoline-2-carboxamide (3-14, 8 mg, 0.02 mmol, 1.0 equiv.), (2-methylphenyl)boronic acid (5 mg, 0.04 mmol, 2 equiv.), Pd(PPh3)4 (0.7 mg, 0.0006 mmol, 0.03 equiv.) and 2M aqueous Na2CO3 (0.02 mL, 0.05 mmol, 2.5 equiv.) were suspended in Dioxane (0.4 mL) and the reaction mixture was heated overnight at 100° C. The crude mixture was filtered, concentrated and purified by reverse phase HPLC (H2O/CH3CN gradient w/...